Dataset: the Open Reaction Database (ORD), a public repository of structured organic reaction records. Task: describe an organic reaction: reactants, conditions, products, and yield Reactants: [N+](=[N-])=CC=1CS[C@H]2N(C1C(=O)OC(C1=CC=CC=C1)C1=CC=CC=C1)C([C@H]2NC(CC=2SC=CC2)=O)=O (benzhydryl 3-diazomethyl-7β-(2-thienylacetamido)-ceph-3-em-4-carboxylate), C(C)S (ethanethiol). Run at time 15 minute. The product is C(C)SCC=1CS[C@H]2N(C1C(=O)OC(C1=CC=CC=C1)C1=CC=CC=C1)C([C@H]2NC(CC=2SC=CC2)=O)=O (benzhydryl 3-ethylthiomethyl-7β-(2-thienylacetamido)-ceph-3-em-4-carboxylate). As a reaction SMILES: [N+](=[CH:3][C:4]1[CH2:5][S:6][C@@H:7]2[C@H:27]([NH:28][C:29](=[O:36])[CH2:30][C:31]3[S:32][CH:33]=[CH:34][CH:35]=3)[C:26](=[O:37])[N:8]2[C:9]=1[C:10]([O:12][CH:13]([C:20]1[CH:25]=[CH:24][CH:23]=[CH:22][CH:21]=1)[C:14]1[CH:19]=[CH:18][CH:17]=[CH:16][CH:15]=1)=[O:11])=[N-].[CH2:38]([SH:40])[CH3:39]>>[CH2:38]([S:40][CH2:3][C:4]1[CH2:5][S:6][C@@H:7]2[C@H:27]([NH:28][C:29](=[O:36])[CH2:30][C:31]3[S:32][CH:33]=[CH:34][CH:35]=3)[C:26](=[O:37])[N:8]2[C:9]=1[C:10]([O:12][CH:13]([C:20]1[CH:21]=[CH:22][CH:23]=[CH:24][CH:25]=1)[C:14]1[CH:19]=[CH:18][CH:17]=[CH:16][CH:15]=1)=[O:11])[CH3:39]. Reported procedure: A solution of benzhydryl 3-diazomethyl-7β-(2-thienylacetamido)-ceph-3-em-4-carboxylate (9.0 × 10-4 mole), prepared by the process described in Example 2, and ethanethiol (5 ml.) is stirred at room temperature for 15 minutes. The excess ethanethiol is removed in vacuo and the residue chromatographed over silica gel with chloroform:acetone (10:1) to give benzhydryl 3-ethylthiomethyl-7β-(2-thienylacetamido)-ceph-3-em-4-carboxylate. Reactants: CC(C)=O, O, CCC(=O)OC1CCC2C3CCC4=CC(=O)CCC4(CO)C3CCC12C. Yields the product CCC(=O)OC1CCC2C3CCC4=CC(=O)CCC4(C=O)C3CCC12C. Reaction SMILES: [CH3:28][C:29](=[O:30])[CH3:31].[OH2:27].[OH:1][CH2:2][C:3]12[CH2:4][CH2:5][C:6](=[O:26])[CH:7]=[C:8]1[CH2:9][CH2:10][CH:11]1[CH:12]3[CH2:13][CH2:14][CH:15]([O:21][C:22]([CH2:23][CH3:24])=[O:25])[C:16]3([CH3:17])[CH2:18][CH2:19][CH:20]21>>[O:1]=[CH:2][C:3]12[CH2:4][CH2:5][C:6](=[O:26])[CH:7]=[C:8]1[CH2:9][CH2:10][CH:11]1[CH:12]3[CH2:13][CH2:14][CH:15]([O:21][C:22]([CH2:23][CH3:24])=[O:25])[C:16]3([CH3:17])[CH2:18][CH2:19][CH:20]21. The reactants are OC1=CC=C(C=C1)C[C@@H](C(=O)O)NC(=O)OCC1=CC=CC=C1 ((2S)-3-(4-hydroxyphenyl)-2-[(phenylmethoxy)carbonylamino]propanoic acid), O.C1(=CC=C(C=C1)S(=O)(=O)O)C (p-toluenesulfonic acid monohydrate). Run in C(Cl)Cl (methylene chloride), CO (methanol). Conditions: temperature 70 celsius. Product: OC1=CC=C(C=C1)C[C@@H](C(=O)OC)NC(=O)OCC1=CC=CC=C1 (Methyl (2S)-3-(4-hydroxyphenyl)-2-[(phenylmethoxy)carbonyl amino]propanoate). The yield is 96.7%. As a reaction SMILES: [OH:1][C:2]1[CH:7]=[CH:6][C:5]([CH2:8][C@H:9]([NH:13][C:14]([O:16][CH2:17][C:18]2[CH:23]=[CH:22][CH:21]=[CH:20][CH:19]=2)=[O:15])[C:10]([OH:12])=[O:11])=[CH:4][CH:3]=1.O.[C:25]1(C)C=CC(S(O)(=O)=O)=CC=1>CO.C(Cl)Cl>[OH:1][C:2]1[CH:3]=[CH:4][C:5]([CH2:8][C@H:9]([NH:13][C:14]([O:16][CH2:17][C:18]2[CH:19]=[CH:20][CH:21]=[CH:22][CH:23]=2)=[O:15])[C:10]([O:12][CH3:25])=[O:11])=[CH:6][CH:7]=1 |f:1.2|. Procedure: To a solution of 15.6 g (49 mmol) (2S)-3-(4-hydroxyphenyl)-2-[(phenylmethoxy)carbonylamino]propanoic acid in 120 mL methanol was added 9.4 g (49 mmol) of p-toluenesulfonic acid monohydrate. The solution was heated to 70 ° C. for 2 h. After solution was cooled to room temperature, the methanol was removed under reduced pressure. The solid obtained was redissolved in 120 mL methylene chloride. The organic solution was then washed with dilute NaHCO3 solution twice and brine. The organic layer was d... Reactants: CCOC(=O)CN1CCCc2ccc(COC3CN(C(=O)OC(C)(C)C)CCC3c3ccc(OCCCOCc4ccccc4OC)cc3)cc21, O=C([O-])[O-], CO, [K+], [K+]. Yields the product COC(=O)CN1CCCc2ccc(COC3CN(C(=O)OC(C)(C)C)CCC3c3ccc(OCCCOCc4ccccc4OC)cc3)cc21. Reaction SMILES: [C:1]([CH3:2])([CH3:3])([CH3:4])[O:5][C:6](=[O:7])[N:8]1[CH2:9][CH:10]([O:34][CH2:35][c:36]2[cH:37][cH:38][c:39]3[c:44]([cH:45]2)[N:43]([CH2:46][C:47](=[O:48])[O:49][CH2:50][CH3:51])[CH2:42][CH2:41][CH2:40]3)[CH:11]([c:14]2[cH:15][cH:16][c:17]([O:20][CH2:21][CH2:22][CH2:23][O:24][CH2:25][c:26]3[c:27]([O:32][CH3:33])[cH:28][cH:29][cH:30][cH:31]3)[cH:18][cH:19]2)[CH2:12][CH2:13]1.[C:52](=[O:53])([O-:54])[O-:55].[CH3:58][OH:59].[K+:56].[K+:57]>>[C:1]([CH3:2])([CH3:3])([CH3:4])[O:5][C:6](=[O:7])[N:8]1[CH2:9][CH:10]([O:34][CH2:35][c:36]2[cH:37][cH:38][c:39]3[c:44]([cH:45]2)[N:43]([CH2:46][C:47](=[O:48])[O:49][CH3:50])[CH2:42][CH2:41][CH2:40]3)[CH:11]([c:14]2[cH:15][cH:16][c:17]([O:20][CH2:21][CH2:22][CH2:23][O:24][CH2:25][c:26]3[c:27]([O:32][CH3:33])[cH:28][cH:29][cH:30][cH:31]3)[cH:18][cH:19]2)[CH2:12][CH2:13]1. Starting materials: [N+](=[N-])=C (diazomethane), N1=CC(=CC=C1)C=1N=NNC1 (4-(3-Pyridyl)-1,2,3-triazole), C(C)(=O)OCC (ethyl acetate), C(C)(=O)O (acetic acid). Solvent: CCOCC (ether), C(C)O (ethanol). Conditions: time 8 hour. Product: CN1N=CC(=N1)C=1C=NC=CC1 (2-Methyl-4-(3-pyridyl)-1,2,3-triazole). RXN SMILES: [N+:1](=[CH2:3])=[N-:2].[N:4]1[CH:9]=[CH:8][CH:7]=[C:6]([C:10]2[N:11]=NN[CH:14]=2)[CH:5]=1.C(O)(=O)C.C(OCC)(=O)C>CCOCC.C(O)C>[CH3:3][N:1]1[N:11]=[C:10]([C:6]2[CH:5]=[N:4][CH:9]=[CH:8][CH:7]=2)[CH:14]=[N:2]1. Procedure: A solution of ca. 3.0 g (0.070 mol) diazomethane in ether was added dropwise to a solution of 6.0 g (0.041 mol) of 68 in 150 ml of ethanol at room temperature. The solution was stirred overnight at ambient temperature. Ca. 1 ml of acetic acid was added, and the mixture was evaporated in vacuo. Water (75 ml) was added and the solution made basic with ammonia. Extraction with 3×100 ml of ether, drying of the organic phase over magnesium sulphate, and removal of the solvent in vacuo gave a brown so... Reactants: C(C1=CC=CC=C1)OC=1C(C=C(OC1)CO)=O (5-benzyloxy-2-hydroxymethyl-4-pyrone), C1=C(OC=C(C1=O)O)CO (Kojic acid), COC1=CC=CC=C1OC(CO)C(C2=CC(=C(C=C2)O)OC)O (Erol), N (ammonia). Run in C(C)O (ethanol). Yields the product C(C1=CC=CC=C1)OC=1C(C=C(NC1)CO)=O (5-Benzyloxy-2-hydroxymethyl-1H-pyridin-4-one). RXN SMILES: [CH2:1]([O:8][C:9]1[C:10](=[O:17])[CH:11]=[C:12]([CH2:15][OH:16])O[CH:14]=1)[C:2]1[CH:7]=[CH:6][CH:5]=[CH:4][CH:3]=1.C1C(=O)C(O)=COC=1CO.COC1C(OC(C(O)C2C=CC(O)=C(OC)C=2)CO)=CC=CC=1.[NH3:51]>C(O)C>[CH2:1]([O:8][C:9]1[C:10](=[O:17])[CH:11]=[C:12]([CH2:15][OH:16])[NH:51][CH:14]=1)[C:2]1[CH:7]=[CH:6][CH:5]=[CH:4][CH:3]=1. Procedure: A mixture of 5-benzyloxy-2-hydroxymethyl-4-pyrone (prepared from Kojic acid by the method of D. Erol, J. Med. Chem., 1994, 29, 893) (9.7 g, 40 mmol), concentrated aqueous (880) ammonia (100 ml), and ethanol (20 ml) was heated to reflux overnight. The mixture was allowed to cool to room temperature then filtered. The resultant solid was washed with ether and dried in vacuo (5.9 g). Reactants: C(C1=CC=CC=C1)OC(C(C(=O)O)CC(C)C)=O (isobutylmalonic acid monobenzyl ester), C(C(=O)Cl)(=O)Cl (oxalyl chloride). Reagents/catalysts: CN(C=O)C (dimethylformamide). Solvent: C1=CC=CC=C1 (benzene). Conditions: time 30 minute. Product: [Cl-].C(C1=CC=CC=C1)OC(C(C(=O)O)CC(C)C)=O (isobutylmalonic acid monobenzyl ester chloride). As a reaction SMILES: [CH2:1]([O:8][C:9](=[O:18])[CH:10]([CH2:14][CH:15]([CH3:17])[CH3:16])[C:11]([OH:13])=[O:12])[C:2]1[CH:7]=[CH:6][CH:5]=[CH:4][CH:3]=1.C(Cl)(=O)C([Cl:22])=O>C1C=CC=CC=1.CN(C)C=O>[Cl-:22].[CH2:1]([O:8][C:9](=[O:18])[CH:10]([CH2:14][CH:15]([CH3:16])[CH3:17])[C:11]([OH:13])=[O:12])[C:2]1[CH:7]=[CH:6][CH:5]=[CH:4][CH:3]=1 |f:4.5|. Reported procedure: 9.7 grams of the thus-obtained isobutylmalonic acid monobenzyl ester were dissolved in 120 ml of absolute benzene. The solution was treated with 40 drops of dimethylformamide and subsequently, at 0°, with 6.64 ml of oxalyl chloride. After stirring at 0°-5° for 1 hour and for 30 minutes at 20°, the mixture was evaporated under reduced pressure and the residue re-evaporated once with benzene to yield isobutylmalonic acid monobenzyl ester chloride as an orange-red oil. Starting materials: CCCC(C)Oc1nc(N)c2nc(OC)n(CCC3CCCNC3)c2n1, CO, Cl, C1COCCO1. Yields the product CCCC(C)Oc1nc(N)c2[nH]c(=O)n(CCC3CCCNC3)c2n1. RXN SMILES: [CH3:1][CH:2]([CH2:3][CH2:4][CH3:5])[O:6][c:7]1[n:8][c:9]([NH2:26])[c:10]2[n:11][c:12]([O:24][CH3:25])[n:13]([CH2:16][CH2:17][CH:18]3[CH2:19][NH:20][CH2:21][CH2:22][CH2:23]3)[c:14]2[n:15]1.[CH3:34][OH:35].[ClH:27].[O:28]1[CH2:29][CH2:30][O:31][CH2:32][CH2:33]1>>[CH3:1][CH:2]([CH2:3][CH2:4][CH3:5])[O:6][c:7]1[n:8][c:9]([NH2:26])[c:10]2[nH:11][c:12](=[O:24])[n:13]([CH2:16][CH2:17][CH:18]3[CH2:19][NH:20][CH2:21][CH2:22][CH2:23]3)[c:14]2[n:15]1. Reactants: Cc1ccccc1-c1cc(N2CCN(C)CC2)ncc1N, COC(OC)OC, Cl, [Na+], C1CCOC1, [OH-], O=C(O)C(F)(F)F. Yields the product CNc1cnc(N2CCN(C)CC2)cc1-c1ccccc1C. RXN SMILES: [CH3:1][N:2]1[CH2:3][CH2:4][N:5]([c:8]2[cH:9][c:10](-[c:15]3[c:16]([CH3:21])[cH:17][cH:18][cH:19][cH:20]3)[c:11]([NH2:14])[cH:12][n:13]2)[CH2:6][CH2:7]1.[CH3:32][O:33][CH:34]([O:35][CH3:36])[O:37][CH3:38].[ClH:29].[Na+:31].[O:39]1[CH2:40][CH2:41][CH2:42][CH2:43]1.[OH-:30].[OH:22][C:23]([C:24]([F:25])([F:26])[F:27])=[O:28]>>[CH3:1][N:2]1[CH2:3][CH2:4][N:5]([c:8]2[cH:9][c:10](-[c:15]3[c:16]([CH3:21])[cH:17][cH:18][cH:19][cH:20]3)[c:11]([NH:14][CH3:23])[cH:12][n:13]2)[CH2:6][CH2:7]1.